Dataset: the Open Reaction Database (ORD), a public repository of structured organic reaction records. Task: describe an organic reaction: reactants, conditions, products, and yield The reactants are C(CCC)C=1N(C(=C(N1)Cl)C(=O)O)CC1=CC=C(C=C1)C1=C(C=CC=C1)C1=NN=NN1 (2-butyl-4-chloro-1-{[2′-(1H-tetrazol-5-yl)biphenyl-4-yl]methyl}-1H-imidazole-5-carboxylic acid), OCP(OCC)(OCC)=O (diethyl (hydroxymethyl)phosphonate), C(CCC)C=1N(C(=C(N1)Cl)C(=O)O)CC1=CC=C(C=C1)C1=C(C=CC=C1)C1=NN=NN1C(C1=CC=CC=C1)(C1=CC=CC=C1)C1=CC=CC=C1 (2-butyl-4-chloro-1-{[2′-(1-trityl-1H-tetrazol-5-yl)biphenyl-4-yl]methyl}-1H-imidazole-5-carboxylic acid), C1[C@@H]([C@@H]2[C@H](O1)[C@@H](CO2)O[N+](=O)[O-])O (isosorbide-5-mononitrate). The product is C(CCC)C=1N(C(=C(N1)Cl)C(=O)OCP(=O)(OCC)OCC)CC1=CC=C(C=C1)C1=C(C=CC=C1)C1=NN=NN1C(C1=CC=CC=C1)(C1=CC=CC=C1)C1=CC=CC=C1 ((diethoxyphosphoryl)methyl 2-butyl-4-chloro-1-{[2′-(1-trityl-1H-tetrazol-5-yl)biphenyl-4-yl]methyl}-1H-imidazole-5-carboxylate). Reaction SMILES: C(C1N(CC2C=CC(C3C=CC=CC=3C3NN=NN=3)=CC=2)C(C(O)=O)=C(Cl)N=1)CCC.[CH2:32]([C:36]1[N:37]([CH2:45][C:46]2[CH:51]=[CH:50][C:49]([C:52]3[CH:57]=[CH:56][CH:55]=[CH:54][C:53]=3[C:58]3[N:62]([C:63]([C:76]4[CH:81]=[CH:80][CH:79]=[CH:78][CH:77]=4)([C:70]4[CH:75]=[CH:74][CH:73]=[CH:72][CH:71]=4)[C:64]4[CH:69]=[CH:68][CH:67]=[CH:66][CH:65]=4)[N:61]=[N:60][N:59]=3)=[CH:48][CH:47]=2)[C:38]([C:42]([OH:44])=[O:43])=[C:39]([Cl:41])[N:40]=1)[CH2:33][CH2:34][CH3:35].C1O[C@@H]2[C@H](O[N+]([O-])=O)CO[C@@H]2[C@H]1O.O[CH2:96][P:97](=[O:104])([O:101][CH2:102][CH3:103])[O:98][CH2:99][CH3:100]>>[CH2:32]([C:36]1[N:37]([CH2:45][C:46]2[CH:47]=[CH:48][C:49]([C:52]3[CH:57]=[CH:56][CH:55]=[CH:54][C:53]=3[C:58]3[N:62]([C:63]([C:70]4[CH:71]=[CH:72][CH:73]=[CH:74][CH:75]=4)([C:64]4[CH:65]=[CH:66][CH:67]=[CH:68][CH:69]=4)[C:76]4[CH:81]=[CH:80][CH:79]=[CH:78][CH:77]=4)[N:61]=[N:60][N:59]=3)=[CH:50][CH:51]=2)[C:38]([C:42]([O:44][CH2:96][P:97]([O:101][CH2:102][CH3:103])([O:98][CH2:99][CH3:100])=[O:104])=[O:43])=[C:39]([Cl:41])[N:40]=1)[CH2:33][CH2:34][CH3:35]. Procedure: The title compound was prepared by following example 7, except that the reagent 2-butyl-4-chloro-1-{[2′-(1H-tetrazol-5-yl)biphenyl-4-yl]methyl}-1H-imidazole-5-carboxylic acid was replaced by 2-butyl-4-chloro-1-{[2′-(1-trityl-1H-tetrazol-5-yl)biphenyl-4-yl]methyl}-1H-imidazole-5-carboxylic acid, and isosorbide-5-mononitrate was replaced by diethyl (hydroxymethyl)phosphonate. 1H NMR (500 MHz, CDCl3) δ 7.94 (d, J=7.4 Hz, 1H), 7.52 (td, J=7.1, 1.3 Hz, 1H), 7.48 (t, J=7.7 Hz, 1H), 7.39-7.34 (m, 4H), ...